From a dataset of the Open Reaction Database (ORD), a public repository of structured organic reaction records. describe an organic reaction: reactants, conditions, products, and yield The reactants are CN1CC[C@]23[C@@H]4C(=O)CC[C@]2([C@H]1CC5=C3C(=C(C=C5)O)O4)OC (14-O-methyloxymorphone), C(C=C)I (allyl iodide). Run in CN(C=O)C (N,N-dimethylformamide). The product is [I-].C(C=C)[N@+]1([C@H]2[C@@]3(CCC([C@H]4[C@@]3(C=3C(=C(C=CC3C2)O)O4)CC1)=O)OC)C ((17S)-17-allyl-4,5α-epoxy-3-hydroxy-14β-methoxy-17-methyl-6-oxomorphinanium-iodide). RXN SMILES: [CH3:1][N:2]1[C@@H:12]2[CH2:13][C:14]3[CH:19]=[CH:18][C:17]([OH:20])=[C:16]4[O:21][C@H:6]5[C:7]([CH2:9][CH2:10][C@:11]2([O:22][CH3:23])[C@:5]5([C:15]=34)[CH2:4][CH2:3]1)=[O:8].[CH2:24]([I:27])[CH:25]=[CH2:26]>CN(C)C=O>[I-:27].[CH2:24]([N@+:2]1([CH3:1])[CH2:3][CH2:4][C@:5]23[C:15]4[C:16]5[O:21][C@H:6]2[C:7](=[O:8])[CH2:9][CH2:10][C@@:11]3([O:22][CH3:23])[C@H:12]1[CH2:13][C:14]=4[CH:19]=[CH:18][C:17]=5[OH:20])[CH:25]=[CH2:26] |f:3.4|. Procedure: A solution of 14-O-methyloxymorphone (Schmidhammer et al., J. Med. Chem. 1984, 27, pp. 1575-1579) (210 mg, 0.67 mmol) and allyl iodide (0.28 ml, 3.35 mmol) was stirred in 5 ml N,N-dimethylformamide for 7 days at 40° C. (bath temperature) and then evaporated down. The evaporation residue (484 mg of brown oil) was purified using column chromatography (silica gel; CH2Cl2/MeOH (250:5->250:12)). The evaporation residue (134 mg) was again purified using column chromatography (silica gel; CH2Cl2/MeOH (... Starting materials: [N+](=O)([O-])[O-].[K+] (Potassium nitrate), C(CC)C=1SC2=C(C(=NC=3C=CC=CC23)N)N1 (2-propylthiazolo[4,5-c]quinolin-4-amine), [OH-].[NH4+] (ammonium hydroxide). The solvent is S(O)(O)(=O)=O (sulfuric acid). Reaction conditions: time 30 minute. The product is C(CC)C=1SC2=C(C(=NC=3C=CC(=CC23)N)N)N1 (2-Propylthiazolo[4,5-c]quinolin-4,8-diamine). As a reaction SMILES: [N+]([O-])([O-])=O.[K+].[CH2:6]([C:9]1[S:10][C:11]2[C:20]3[CH:19]=[CH:18][CH:17]=[CH:16][C:15]=3[N:14]=[C:13]([NH2:21])[C:12]=2[N:22]=1)[CH2:7][CH3:8].[OH-].[NH4+:24]>S(=O)(=O)(O)O>[CH2:6]([C:9]1[S:10][C:11]2[C:20]3[CH:19]=[C:18]([NH2:24])[CH:17]=[CH:16][C:15]=3[N:14]=[C:13]([NH2:21])[C:12]=2[N:22]=1)[CH2:7][CH3:8] |f:0.1,3.4|. Procedure details: Potassium nitrate (0.46 g, 4.52 mmol) was added to a solution of 2-propylthiazolo[4,5-c]quinolin-4-amine (1 g, 4.11 mmol, Example 12) in sulfuric acid (10 mL). The reaction mixture was stirred at ambient temperature for 30 minutes, then poured onto ice, neutralized (pH=7) with ammonium hydroxide (150 mL) and then extracted with dichloromethane. The extract was washed with sodium bicarbonate, dried over magnesium sulfate and then concentrated under vacuum to provide 1 g of a yellow solid. This ma... The reactants are C1CC(=O)N(C1=O)Br (NBS), ClC1=C(C(=O)NC2=CC(=C(C=C2)Cl)C2=NC=CC=C2)C=CC(=C1)S(=O)(=O)CCCO (2-chloro-N-(4-chloro-3-(pyridin-2-yl)phenyl)-4-(3-hydroxypropylsulfonyl)benzamide), C1(=CC=CC=C1)P(C1=CC=CC=C1)C1=CC=CC=C1 (triphenylphosphine). Solvent: ClCCl (dichloromethane), ClCCl (dichloromethane). Reaction conditions: time 1 hour. Yields the product BrCCCS(=O)(=O)C1=CC(=C(C(=O)NC2=CC(=C(C=C2)Cl)C2=NC=CC=C2)C=C1)Cl (4-(3-bromopropylsulfonyl)-2-chloro-N-(4-chloro-3-(pyridin-2-yl)phenyl)benzamide). As a reaction SMILES: C1C(=O)N([Br:8])C(=O)C1.[Cl:9][C:10]1[CH:31]=[C:30]([S:32]([CH2:35][CH2:36][CH2:37]O)(=[O:34])=[O:33])[CH:29]=[CH:28][C:11]=1[C:12]([NH:14][C:15]1[CH:20]=[CH:19][C:18]([Cl:21])=[C:17]([C:22]2[CH:27]=[CH:26][CH:25]=[CH:24][N:23]=2)[CH:16]=1)=[O:13].C1(P(C2C=CC=CC=2)C2C=CC=CC=2)C=CC=CC=1>ClCCl>[Br:8][CH2:37][CH2:36][CH2:35][S:32]([C:30]1[CH:29]=[CH:28][C:11]([C:12]([NH:14][C:15]2[CH:20]=[CH:19][C:18]([Cl:21])=[C:17]([C:22]3[CH:27]=[CH:26][CH:25]=[CH:24][N:23]=3)[CH:16]=2)=[O:13])=[C:10]([Cl:9])[CH:31]=1)(=[O:34])=[O:33]. Reported procedure: 115 mg of NBS was added to a solution of 200 mg of 2-chloro-N-(4-chloro-3-(pyridin-2-yl)phenyl)-4-(3-hydroxypropylsulfonyl)benzamide and 169 mg of triphenylphosphine in 3 mL of dichloromethane at 0° C. The reaction mixture was stirred at 0˜5° C. for 1 h. The mixture was diluted with dichloromethane, washed with H2O, dried (MgSO4) and evaporated. Purified by prep TLC plate (60% ethyl acetate/hexane) to afford 4-(3-bromopropylsulfonyl)-2-chloro-N-(4-chloro-3-(pyridin-2-yl)phenyl)benzamide. 60 mg o...